Dataset: the Open Reaction Database (ORD), a public repository of structured organic reaction records. Task: describe an organic reaction: reactants, conditions, products, and yield Reactants: CCOC(=O)CC1CCC(c2ccccc2)(N(C)C)CC1, [Li]CCCC, C1CCOC1, [Cl-], Nc1ccccc1, [NH4+]. The product is CN(C)C1(c2ccccc2)CCC(CC(=O)Nc2ccccc2)CC1. RXN SMILES: [CH2:13]([O:14][C:16]([CH2:17][CH:18]1[CH2:19][CH2:20][C:21]([c:24]2[cH:25][cH:26][cH:27][cH:28][cH:29]2)([N:30]([CH3:31])[CH3:32])[CH2:22][CH2:23]1)=[O:33])[CH3:15].[CH2:1]([Li:2])[CH2:3][CH2:4][CH3:5].[CH2:36]1[O:37][CH2:38][CH2:39][CH2:40]1.[Cl-:34].[NH2:6][c:7]1[cH:8][cH:9][cH:10][cH:11][cH:12]1.[NH4+:35]>>[NH:6]([c:7]1[cH:8][cH:9][cH:10][cH:11][cH:12]1)[C:16]([CH2:17][CH:18]1[CH2:19][CH2:20][C:21]([c:24]2[cH:25][cH:26][cH:27][cH:28][cH:29]2)([N:30]([CH3:31])[CH3:32])[CH2:22][CH2:23]1)=[O:33]. Product: COC1=C(C(=CC=C1)OC)C1CC(C(N1CC1=CC2=CC=CC=C2C=C1)=O)C (5-(2,6-dimethoxyphenyl)-3-methyl-1-(naphthalen-2-ylmethyl)pyrrolidin-2-one). RXN SMILES: [NH2:1][CH:2]([C:11]1[C:16]([O:17][CH3:18])=[CH:15][CH:14]=[CH:13][C:12]=1[O:19][CH3:20])[CH2:3][CH:4]([CH3:10])[C:5]([O:7]CC)=O.[CH:21]1[C:30]2[C:25](=[CH:26][CH:27]=[CH:28][CH:29]=2)[CH:24]=[CH:23][C:22]=1[CH:31]=O>>[CH3:18][O:17][C:16]1[CH:15]=[CH:14][CH:13]=[C:12]([O:19][CH3:20])[C:11]=1[CH:2]1[N:1]([CH2:31][C:22]2[CH:23]=[CH:24][C:25]3[C:30](=[CH:29][CH:28]=[CH:27][CH:26]=3)[CH:21]=2)[C:5](=[O:7])[CH:4]([CH3:10])[CH2:3]1. Procedure: Prepared according to the described general procedure 2 (GP2) by reaction of ethyl 4-amino-4-(2,6-dimethoxyphenyl)-2-methylbutanoate with commercially available 2-naphthaldehyde. Subsequent purification by preparative HPLC afforded the target compound. LC-MS (conditions A): tR=0.92 min.; [M+H]+: 376.02 g/mol. Reactants: NC(CC(C(=O)OCC)C)C1=C(C=CC=C1OC)OC (ethyl 4-amino-4-(2,6-dimethoxyphenyl)-2-methylbutanoate), C1=C(C=CC2=CC=CC=C12)C=O (2-naphthaldehyde). The reactants are CC(C)(C)OC(=O)Nc1ccc([N+](=O)[O-])cc1F, CO, O=C[O-], [NH4+]. Yields the product CC(C)(C)OC(=O)Nc1ccc(N)cc1F. RXN SMILES: [C:1]([CH3:2])([CH3:3])([CH3:4])[O:5][C:6](=[O:7])[NH:8][c:9]1[c:10]([F:18])[cH:11][c:12]([N+:15]([O-:16])=[O:17])[cH:13][cH:14]1.[CH3:23][OH:24].[CH:19]([O-:20])=[O:21].[NH4+:22]>>[C:1]([CH3:2])([CH3:3])([CH3:4])[O:5][C:6](=[O:7])[NH:8][c:9]1[c:10]([F:18])[cH:11][c:12]([NH2:15])[cH:13][cH:14]1. RXN SMILES: [CH2:1]([O:3][C:4]1[CH:9]=[CH:8][C:7]([NH:10][C:11](=[O:13])[CH3:12])=[CH:6][C:5]=1[CH2:14][CH3:15])[CH3:2].[N+:16]([O-])([OH:18])=[O:17]>C(OC(=O)C)(=O)C.C(O)(=O)C.O>[CH2:1]([O:3][C:4]1[C:5]([CH2:14][CH3:15])=[CH:6][C:7]([NH:10][C:11](=[O:13])[CH3:12])=[C:8]([N+:16]([O-:18])=[O:17])[CH:9]=1)[CH3:2]. Conditions: time 8 hour. Solvent: C(C)(=O)OC(C)=O (acetic anhydride), O (water), C(C)(=O)O (acetic acid). Product: C(C)OC1=CC(=C(C=C1CC)NC(C)=O)[N+](=O)[O-] (N-(4-ethoxy-5-ethyl-2-nitrophenyl)acetamide). Starting materials: C(C)OC1=C(C=C(C=C1)NC(C)=O)CC (N-(4-Ethoxy-3-ethyl-phenyl) acetamide), [N+](=O)(O)[O-] (nitric acid). Procedure details: N-(4-Ethoxy-3-ethyl-phenyl) acetamide [3.1 g, Reference Example 33(e)] was dissolved in acetic anhydride (5 mL), a solution of nitric acid in acetic acid (0.5 mL of 95% nitric acid, in 4 mL) was added and the mixture was stirred overnight at ambient temperature. The mixture was diluted with water (100 mL) and the aqueous mixture was extracted twice with ethyl acetate (100 mL). The combined extracts were evaporated and the residue was chromatographed on silica gel (heptane/ethyl acetate 9/1) to g... Reactants: C(CCCCCCC)C1=CC=C(C(=O)O)C=C1 (p-octyl benzoic acid), BrBr (bromine), [N+](=O)(O)[O-] (nitric acid), C(C)(=O)O (acetic acid). Reagents/catalysts: [N+](=O)([O-])[O-].[Ag+] (silver nitrate). Run in O (water), O (water), C(C)O (ethanol). Run at time 30 minute. Product: C(CCCCCCC)C1=C(C=C(C(=O)O)C=C1)Br (4-octyl-3-bromo-benzoic acid). Yield: 54.3%. RXN SMILES: [CH2:1]([C:9]1[CH:17]=[CH:16][C:12]([C:13]([OH:15])=[O:14])=[CH:11][CH:10]=1)[CH2:2][CH2:3][CH2:4][CH2:5][CH2:6][CH2:7][CH3:8].[Br:18]Br.[N+]([O-])(O)=O.C(O)(=O)C>O.C(O)C.[N+]([O-])([O-])=O.[Ag+]>[CH2:1]([C:9]1[CH:10]=[CH:11][C:12]([C:13]([OH:15])=[O:14])=[CH:16][C:17]=1[Br:18])[CH2:2][CH2:3][CH2:4][CH2:5][CH2:6][CH2:7][CH3:8] |f:6.7|. Reported procedure: 7 g (0.03 mole) of p-octyl benzoic acid and 6.4 g (0.04 mole) of bromine are added to a mixture of 15 ml of deionized water, 20 ml of nitric acid and 90 ml of acetic acid, the temperature of which is 25° C. A solution of 5.1 g (0.03 mole) of silver nitrate in 15 ml of deionized water is then added over a period of half an hour. The solution is stirred for 3 hours 30 minutes, then the solid in suspension is filtered and washed with deionized water until the washing water shows a neutral reaction.... The reactants are CC(=O)O, Cc1nc(O)c(N)c2sccc12, N#CO[Na]. Product: Cc1nc(O)c(NC(N)=O)c2sccc12. RXN SMILES: [CH3:17][C:18](=[O:19])[OH:20].[NH2:5][c:6]1[c:7]2[c:8]([c:9]([CH3:13])[n:10][c:11]1[OH:12])[cH:14][cH:15][s:16]2.[Na:1][O:2][C:3]#[N:4]>>[O:2]=[C:3]([NH2:4])[NH:5][c:6]1[c:7]2[c:8]([c:9]([CH3:13])[n:10][c:11]1[OH:12])[cH:14][cH:15][s:16]2. Reactants: S(=O)([O-])S(=O)[O-].[Na+].[Na+] (Sodium hydrosulfite), C(CCCC)S(=O)(=O)NC(C1=CC(=C(C=C1)[N+](=O)[O-])NCC1=C(C=C(C=C1)Cl)Cl)=O (N-(n-pentanesulfonyl)-3-(2,4-dichlorobenzylamino)-4-nitrobenzamide), O1CCCC1 (tetrahydrofuran), C(C)O (ethanol). The solvent is O (water). Conditions: temperature 100 celsius. Yields the product C(CCCC)S(=O)(=O)NC(C1=CC(=C(C=C1)N)NCC1=C(C=C(C=C1)Cl)Cl)=O (N-(n-pentanesulfonyl)-4-amino-3-(2,4-dichlorobenzylamino)benzamide). The yield is 54.6%. RXN SMILES: [CH2:1]([S:6]([NH:9][C:10](=[O:30])[C:11]1[CH:16]=[CH:15][C:14]([N+:17]([O-])=O)=[C:13]([NH:20][CH2:21][C:22]2[CH:27]=[CH:26][C:25]([Cl:28])=[CH:24][C:23]=2[Cl:29])[CH:12]=1)(=[O:8])=[O:7])[CH2:2][CH2:3][CH2:4][CH3:5].O1CCCC1.C(O)C.S(S([O-])=O)([O-])=O.[Na+].[Na+]>O>[CH2:1]([S:6]([NH:9][C:10](=[O:30])[C:11]1[CH:16]=[CH:15][C:14]([NH2:17])=[C:13]([NH:20][CH2:21][C:22]2[CH:27]=[CH:26][C:25]([Cl:28])=[CH:24][C:23]=2[Cl:29])[CH:12]=1)(=[O:8])=[O:7])[CH2:2][CH2:3][CH2:4][CH3:5] |f:3.4.5|. Reported procedure: N-(n-pentanesulfonyl)-3-(2,4-dichlorobenzylamino)-4-nitrobenzamide (38.9 g) was mixed with 200 ml of tetrahydrofuran, 200 ml of ethanol and 800 ml of water. Sodium hydrosulfite (214.2 g) was added all at once to the mixture with stirring. Immediately, the mixture was placed on an oil bath at 90° C. and refluxed for 40 minutes. The mixture was then cooled down and separated into aqueous and organic layers. The organic layer was concentrated, and water was added to the resulting residue. The preci... Reactants: CO, [K+], [C-]#[N+]CC(=O)N1CCCC1, [OH-], O=Cc1ccncc1. The product is O=C(C1N=COC1c1ccncc1)N1CCCC1. RXN SMILES: [CH3:21][OH:22].[K+:10].[N+:11](#[C-:12])[CH2:13][C:14](=[O:15])[N:16]1[CH2:17][CH2:18][CH2:19][CH2:20]1.[OH-:9].[n:1]1[cH:2][cH:3][c:4]([CH:7]=[O:8])[cH:5][cH:6]1>>[n:1]1[cH:2][cH:3][c:4]([CH:7]2[O:8][CH:12]=[N:11][CH:13]2[C:14](=[O:15])[N:16]2[CH2:17][CH2:18][CH2:19][CH2:20]2)[cH:5][cH:6]1. Procedure: Numerous conventional, strongly basic heterogeneous catalysts such as magnesium and calcium hydroxide are known. For example, U.S. Pat. No. 2,183,127 describes the vapor phase condensation of acetone in the presence of CaO or Ca(OH)2 catalyst at 350° C. to 400° C. to give isophorone in 25% yield, U.S. Pat. No. 2,393,510 claims the vapor phase condensation of acetone over sodium or calcium aluminate at 424° C. and a liquid hourly space velocity of 0.35 hr.-1 to get 15% acetone conversion and a yi... The reactants are [Na] (sodium), [O-][Al]=O.[O-][Al]=O.[Ca+2] (calcium aluminate), CC(=O)C (acetone), CC(=O)C (acetone), O=C(C)C=C(C)C (mesityl oxide). Yields the product O=C1C=C(CC(C)(C)C1)C (isophorone). Reaction SMILES: [Na].[O-][Al]=O.[O-][Al]=O.[Ca+2].[O:9]=[C:10]([CH:12]=[C:13]([CH3:15])[CH3:14])[CH3:11].[CH3:16][C:17]([CH3:19])=O>>[O:9]=[C:10]1[CH2:11][C:17]([CH3:19])([CH3:16])[CH2:14][C:13]([CH3:15])=[CH:12]1 |f:1.2.3,^1:0|. The yield is 43.0%.